From a dataset of the Open Reaction Database (ORD), a public repository of structured organic reaction records. describe an organic reaction: reactants, conditions, products, and yield Reactants: COC(=O)c1ccc(OC(=O)N2CC(CO[Si](C)(C)C(C)(C)C)C(c3ccccc3)C2)cc1, CCCC[N+](CCCC)(CCCC)CCCC, C1CCOC1, [F-]. Product: COC(=O)c1ccc(OC(=O)N2CC(CO)C(c3ccccc3)C2)cc1. As a reaction SMILES: [C:1]([Si:2]([CH3:3])([CH3:4])[O:6][CH2:7][CH:8]1[CH2:9][N:10]([C:19](=[O:20])[O:21][c:22]2[cH:23][cH:24][c:25]([C:28](=[O:29])[O:30][CH3:31])[cH:26][cH:27]2)[CH2:11][CH:12]1[c:13]1[cH:14][cH:15][cH:16][cH:17][cH:18]1)([CH3:5])([CH3:32])[CH3:33].[CH2:35]([N+:36]([CH2:37][CH2:38][CH2:39][CH3:40])([CH2:41][CH2:42][CH2:43][CH3:44])[CH2:45][CH2:46][CH2:47][CH3:48])[CH2:49][CH2:50][CH3:51].[CH2:52]1[O:53][CH2:54][CH2:55][CH2:56]1.[F-:34]>>[OH:6][CH2:7][CH:8]1[CH2:9][N:10]([C:19](=[O:20])[O:21][c:22]2[cH:23][cH:24][c:25]([C:28](=[O:29])[O:30][CH3:31])[cH:26][cH:27]2)[CH2:11][CH:12]1[c:13]1[cH:14][cH:15][cH:16][cH:17][cH:18]1. Reactants: Cl.C1(CCCCC1)NC1=NC(=NC(=C1C)C)NCC1=NC=CC=C1 (N4-cyclohexyl-5,6-dimethyl-N2-(pyridin-2-ylmethyl)pyrimidine-2,4-diamine hydrochloride), S1C(=CC=C1)CN ((2-thienylmethyl)amine). Yields the product C1(CCCCC1)NC1=NC(=NC(=C1C)C)NCC=1SC=CC1 (N4-cyclohexyl-5,6-dimethyl-N2-(2-thienylmethyl)pyrimidine-2,4-diamine), hydrochloride salt. As a reaction SMILES: Cl.[CH:2]1([NH:8][C:9]2[C:14]([CH3:15])=[C:13]([CH3:16])[N:12]=[C:11]([NH:17][CH2:18][C:19]3[CH:24]=[CH:23][CH:22]=CN=3)[N:10]=2)[CH2:7][CH2:6][CH2:5][CH2:4][CH2:3]1.[S:25]1C=CC=C1CN>>[CH:2]1([NH:8][C:9]2[C:14]([CH3:15])=[C:13]([CH3:16])[N:12]=[C:11]([NH:17][CH2:18][C:19]3[S:25][CH:22]=[CH:23][CH:24]=3)[N:10]=2)[CH2:7][CH2:6][CH2:5][CH2:4][CH2:3]1 |f:0.1|. Procedure details: The titled compound was synthesized according to the general procedure described for preparation of N4-cyclohexyl-5,6-dimethyl-N2-(pyridin-2-ylmethyl)pyrimidine-2,4-diamine (Example 1) using (2-thienylmethyl)amine instead of (pyridin-2-ylmethyl)amine. The crude product was purified by crystallization from ethanol (10 mL) to afford the titled compound as the hydrochloride salt as a light-grey solid. 1H NMR (300 MHz, DMSO-d6) δ ppm 1.20-1.35 (m, 5H), 1.65-1.79 (m, 5H), 1.89 (s, 3H), 2.23 (s, 3H), ... Starting materials: CC(C)=O, [I-], [Na+], Cc1ccc(S(=O)(=O)OCC2OC(n3cc(C)c(=O)[nH]c3=O)CC2O)cc1. Yields the product Cc1cn(C2CC(O)C(CI)O2)c(=O)[nH]c1=O. As a reaction SMILES: [CH3:30][C:31](=[O:32])[CH3:33].[I-:29].[Na+:28].[S:1]([O:2][CH2:12][CH:13]1[CH:14]([OH:27])[CH2:15][CH:16]([n:18]2[c:19](=[O:20])[nH:21][c:22](=[O:23])[c:24]([CH3:25])[cH:26]2)[O:17]1)([c:3]1[cH:4][cH:5][c:6]([CH3:7])[cH:8][cH:9]1)(=[O:10])=[O:11]>>[CH2:12]([CH:13]1[CH:14]([OH:27])[CH2:15][CH:16]([n:18]2[c:19](=[O:20])[nH:21][c:22](=[O:23])[c:24]([CH3:25])[cH:26]2)[O:17]1)[I:29]. The reactants are O=C(c1ncc[nH]1)c1ncc[nH]1, C1CCOC1, CCOC(=O)COc1c(C(=O)OC)sc2c1sc1cc(C(=O)O)ccc12, NCc1ccccc1. Yields the product CCOC(=O)COc1c(C(=O)OC)sc2c1sc1cc(C(=O)NCc3ccccc3)ccc12. Reaction SMILES: [C:27]([c:28]1[nH:29][cH:30][cH:31][n:32]1)([c:33]1[nH:34][cH:35][cH:36][n:37]1)=[O:38].[CH2:47]1[O:48][CH2:49][CH2:50][CH2:51]1.[CH3:1][O:2][C:3](=[O:4])[c:5]1[c:6]([O:20][CH2:21][C:22](=[O:23])[O:24][CH2:25][CH3:26])[c:7]2[c:8]([c:9]3[cH:10][cH:11][c:12]([C:16](=[O:17])[OH:18])[cH:13][c:14]3[s:15]2)[s:19]1.[NH2:39][CH2:40][c:41]1[cH:42][cH:43][cH:44][cH:45][cH:46]1>>[CH3:1][O:2][C:3](=[O:4])[c:5]1[c:6]([O:20][CH2:21][C:22](=[O:23])[O:24][CH2:25][CH3:26])[c:7]2[c:8]([c:9]3[cH:10][cH:11][c:12]([C:16](=[O:18])[NH:39][CH2:40][c:41]4[cH:42][cH:43][cH:44][cH:45][cH:46]4)[cH:13][c:14]3[s:15]2)[s:19]1. The reactants are C(C)(=O)O.C(C)(=O)O.O[C@@H]1CC2=CC[C@H]3[C@@H]4CCC([C@@]4(C)CC[C@@H]3[C@]2(CC1)CO)=O (3β,19-dihydroxyandrost-5-en-17-one diacetate). The reagents and catalysts are [Pd] (Palladium-on-charcoal). Run in CO (methanol). Product: C(C)(=O)O.C(C)(=O)O.O[C@@H]1C[C@@H]2CC[C@H]3[C@@H]4CCC([C@@]4(C)CC[C@@H]3[C@]2(CC1)CO)=O (3β,19-dihydroxy-5α-androstan-17-one diacetate). RXN SMILES: [C:1]([OH:4])(=[O:3])[CH3:2].[C:5]([OH:8])(=[O:7])[CH3:6].[OH:9][C@H:10]1[CH2:27][CH2:26][C@@:25]2([CH2:28][OH:29])[C:12](=[CH:13][CH2:14][C@@H:15]3[C@@H:24]2[CH2:23][CH2:22][C@@:20]2([CH3:21])[C@H:16]3[CH2:17][CH2:18][C:19]2=[O:30])[CH2:11]1>CO.[Pd]>[C:1]([OH:4])(=[O:3])[CH3:2].[C:5]([OH:8])(=[O:7])[CH3:6].[OH:9][C@H:10]1[CH2:27][CH2:26][C@@:25]2([CH2:28][OH:29])[C@@H:12]([CH2:13][CH2:14][C@@H:15]3[C@@H:24]2[CH2:23][CH2:22][C@@:20]2([CH3:21])[C@H:16]3[CH2:17][CH2:18][C:19]2=[O:30])[CH2:11]1 |f:0.1.2,5.6.7|. Reported procedure: A solution of 3β,19-dihydroxyandrost-5-en-17-one diacetate in methanol is hydrogenated with a 10% Palladium-on-charcoal catalyst at atmospheric pressure for 8 hours. The catalyst is removed by filtration and the filtrate concentrated to a small volume, cooled, and filtered to yield the desired 3β,19-dihydroxy-5α-androstan-17-one diacetate. Recrystallization from hexane results in pure material. Starting materials: COC(=O)CC(=O)Nc1cc(C)c(Oc2ccc(O)c(C(=O)c3ccc(F)cc3)c2)c(C)c1, CCO, CCOC(C)=O, [Ni]. Yields the product COC(=O)CC(=O)Nc1cc(C)c(Oc2ccc(O)c(C(O)c3ccc(F)cc3)c2)c(C)c1. Reaction SMILES: [CH3:1][O:2][C:3]([CH2:4][C:5](=[O:6])[NH:7][c:8]1[cH:9][c:10]([CH3:32])[c:11]([O:15][c:16]2[cH:17][c:18]([C:23]([c:24]3[cH:25][cH:26][c:27]([F:30])[cH:28][cH:29]3)=[O:31])[c:19]([OH:22])[cH:20][cH:21]2)[c:12]([CH3:14])[cH:13]1)=[O:33].[CH3:34][CH2:35][OH:36].[CH3:37][CH2:38][O:39][C:40]([CH3:41])=[O:42].[Ni:43]>>[CH3:1][O:2][C:3]([CH2:4][C:5](=[O:6])[NH:7][c:8]1[cH:9][c:10]([CH3:32])[c:11]([O:15][c:16]2[cH:17][c:18]([CH:23]([c:24]3[cH:25][cH:26][c:27]([F:30])[cH:28][cH:29]3)[OH:31])[c:19]([OH:22])[cH:20][cH:21]2)[c:12]([CH3:14])[cH:13]1)=[O:33]. RXN SMILES: [N+:1]([C:4]1[C:5](Cl)=[C:6]([Cl:14])[CH:7]=[C:8]([N+:11]([O-:13])=[O:12])[C:9]=1Cl)([O-:3])=[O:2].[OH-:16].[K+].[CH2:18]([OH:22])[CH2:19][CH2:20][OH:21]>>[N+:1]([C:4]1[C:5]([O:16][CH2:18][CH2:19][CH2:20][OH:21])=[C:6]([Cl:14])[CH:7]=[C:8]([N+:11]([O-:13])=[O:12])[C:9]=1[O:21][CH2:20][CH2:19][CH2:18][OH:22])([O-:3])=[O:2] |f:1.2|. The reactants are [OH-].[K+] (potassium hydroxide), C(CCO)O (1,3-propanediol), [N+](=O)([O-])C=1C(=C(C=C(C1Cl)[N+](=O)[O-])Cl)Cl (3,5-dinitro-1,2,4-trichlorobenzene), C(CCO)O (1,3-propanediol). Conditions: temperature 85 celsius. Product: [N+](=O)([O-])C=1C(=C(C=C(C1OCCCO)[N+](=O)[O-])Cl)OCCCO (3,5-dinitro-2,4-bis(γ-hydroxypropoxy)-chlorobenzene). Procedure: 1 mole (271.5 g) of 3,5-dinitro-1,2,4-trichlorobenzene was added to 700 ml of 1,3-propanediol at 85° C. 2 moles of powdered potassium hydroxide in 280 ml of 1,3-propanediol were added over 30 minutes. The reaction mixture was heated for 1 hour at 85° C. upon completion of the addition. After cooling, the expected product was filtered off, washed with water, and then dissolved in 1.5 liters of ethyl acetate which, after washing with water, was dried over sodium sulphate. After concentration to dr... The reactants are CO (Methanol), BrCC1=CC(=CC(=C1)C(F)(F)F)C(F)(F)F (1-(Bromomethyl)-3,5-bis(trifluoromethyl)benzene), ClC=1C=C2C(=C(NC2=CC1)C1=CC=C(C=C1)Cl)CCC(=O)N1CCNCC1 (1-{3-[5-chloro-2-(4-chlorophenyl)-1H-indol-3-yl]-1-oxopropyl}piperazine), C([O-])([O-])=O.[K+].[K+] (potassium carbonate). Run in C(C)(=O)OCC (ethyl acetate), CC(=O)C (acetone). Run at time 2 hour. The product is FC(C=1C=C(C=C(C1)C(F)(F)F)CN1CCN(CC1)C(CCC1=C(NC2=CC=C(C=C12)Cl)C1=CC=C(C=C1)Cl)=O)(F)F (4-{[3,5-Bis(trifluoromethyl)phenyl]methyl}-1-{3-[5-chloro-2-(4-chlorophenyl)-1H-indol-3-yl]-1-oxopropyl}piperazine). Yield: 89.6%. RXN SMILES: Br[CH2:2][C:3]1[CH:8]=[C:7]([C:9]([F:12])([F:11])[F:10])[CH:6]=[C:5]([C:13]([F:16])([F:15])[F:14])[CH:4]=1.[Cl:17][C:18]1[CH:19]=[C:20]2[C:24](=[CH:25][CH:26]=1)[NH:23][C:22]([C:27]1[CH:32]=[CH:31][C:30]([Cl:33])=[CH:29][CH:28]=1)=[C:21]2[CH2:34][CH2:35][C:36]([N:38]1[CH2:43][CH2:42][NH:41][CH2:40][CH2:39]1)=[O:37].C(=O)([O-])[O-].[K+].[K+].CO>CC(C)=O.C(OCC)(=O)C>[F:14][C:13]([F:16])([F:15])[C:5]1[CH:4]=[C:3]([CH2:2][N:41]2[CH2:42][CH2:43][N:38]([C:36](=[O:37])[CH2:35][CH2:34][C:21]3[C:20]4[C:24](=[CH:25][CH:26]=[C:18]([Cl:17])[CH:19]=4)[NH:23][C:22]=3[C:27]3[CH:32]=[CH:31][C:30]([Cl:33])=[CH:29][CH:28]=3)[CH2:39][CH2:40]2)[CH:8]=[C:7]([C:9]([F:12])([F:11])[F:10])[CH:6]=1 |f:2.3.4|. Procedure: 1-(Bromomethyl)-3,5-bis(trifluoromethyl)benzene (83 mg) was added to a mixture of 1-{3-[5-chloro-2-(4-chlorophenyl)-1H-indol-3-yl]-1-oxopropyl}piperazine (Description 30, 35 mg) and potassium carbonate (36 mg) in acetone (3 mL) and the mixture was stirred at room temperature for 2 h. Methanol (1 mL) and ethyl acetate (10 mL) were added and the mixture was washed with water. The organic fraction was filtered through a plug of silica in a Bond Elut™ cartridge, eluting with hexane/EtOAc (80:20 incr...